Task: describe an organic reaction: reactants, conditions, products, and yield. Dataset: the Open Reaction Database (ORD), a public repository of structured organic reaction records Reactants: S(C)C (Me2S), N#N (N2), C(C1=CC=CC=C1)OC(=O)N[C@@H]1CC[C@H](CC1)C(=O)O (trans-4-benzyloxycarbonylaminocyclohexanecarboxylic acid), S(C)C (Me2S), [BH4-].[Na+] (NaBH4). Run in CO (MeOH), C1CCOC1 (THF). Reaction conditions: temperature 0 celsius. Yields the product C(C1=CC=CC=C1)OC(=O)N[C@@H]1CC[C@H](CC1)CO (trans-4-benzyloxycarbonylaminocyclohexane-methanol). As a reaction SMILES: N#N.[CH2:3]([O:10][C:11]([NH:13][C@H:14]1[CH2:19][CH2:18][C@H:17]([C:20](O)=[O:21])[CH2:16][CH2:15]1)=[O:12])[C:4]1[CH:9]=[CH:8][CH:7]=[CH:6][CH:5]=1.S(C)C.[BH4-].[Na+]>C1COCC1.CO>[CH2:3]([O:10][C:11]([NH:13][C@H:14]1[CH2:19][CH2:18][C@H:17]([CH2:20][OH:21])[CH2:16][CH2:15]1)=[O:12])[C:4]1[CH:5]=[CH:6][CH:7]=[CH:8][CH:9]=1 |f:3.4|. Reported procedure: In a flame dried round-bottomed flask equipped with a magnetic stir bar and under inert atmosphere (N2), to a solution of trans-4-benzyloxycarbonylaminocyclohexanecarboxylic acid (417 mg, 1.50 mmol) in THF (15 mL) was added BH3.Me2S complex (2.0 M in THF, 1.5 mL, 3.00 mmol) at 0° C. The reaction mixture was stirred at 0° C. for 1 h30. More BH3.Me2S complex (2.0 M in THF, 1.0 mL, 2.00 mmol) was added at 0° C. followed by NaBH4 (12 mg, 0.30 mmol). The reaction mixture was warmed to rt and stirred ...